From a dataset of the Open Reaction Database (ORD), a public repository of structured organic reaction records. describe an organic reaction: reactants, conditions, products, and yield Starting materials: NC(=O)c1csc(-c2csc(C(O)(Cn3cncn3)c3ccc(F)cc3F)c2)n1, O=P(Cl)(Cl)Cl, c1ccncc1. Reaction SMILES: [F:1][c:2]1[c:3]([C:9]([CH2:10][n:11]2[n:12][cH:13][n:14][cH:15]2)([OH:16])[c:17]2[s:18][cH:19][c:20](-[c:22]3[s:23][cH:24][c:25]([C:27]([NH2:28])=[O:29])[n:26]3)[cH:21]2)[cH:4][cH:5][c:6]([F:8])[cH:7]1.[P:30]([Cl:31])([Cl:32])([Cl:33])=[O:34].[cH:35]1[cH:36][cH:37][n:38][cH:39][cH:40]1>>[F:1][c:2]1[c:3]([C:9]([CH2:10][n:11]2[n:12][cH:13][n:14][cH:15]2)([OH:16])[c:17]2[s:18][cH:19][c:20](-[c:22]3[s:23][cH:24][c:25]([C:27]#[N:28])[n:26]3)[cH:21]2)[cH:4][cH:5][c:6]([F:8])[cH:7]1. Yields the product N#Cc1csc(-c2csc(C(O)(Cn3cncn3)c3ccc(F)cc3F)c2)n1.